The task is: describe an organic reaction: reactants, conditions, products, and yield. This data is from the Open Reaction Database (ORD), a public repository of structured organic reaction records. Starting materials: C(C)[C@@H](C(=O)[O-])S(=O)(=NC(=O)C=1C=NC=C(C1)C#CC1=CC(=CC=C1)O)C1=CC=CC=C1 ((S)-Ethyl[N-({5-[(3-hydroxyphenyl)ethynyl]pyridin-3-yl}carbonyl)-S-phenylsulfonimidoyl]acetate), C(O)CN (ethanolamine). Product: OCCNC(CS(=NC(C1=CN=CC(=C1)C#CC1=CC(=CC=C1)O)=O)(C1=CC=CC=C1)=O)=O (N-[{2-[(2-hydroxyethyl)amino]-2-oxoethyl}(oxo)phenyl-λ6-sulfanylidene]-5-[(3-hydroxyphenyl)ethynyl]nicotinamide). As a reaction SMILES: C([C@H:3]([S:7]([C:27]1[CH:32]=[CH:31][CH:30]=[CH:29][CH:28]=1)(=[N:9][C:10]([C:12]1[CH:13]=[N:14][CH:15]=[C:16]([C:18]#[C:19][C:20]2[CH:25]=[CH:24][CH:23]=[C:22]([OH:26])[CH:21]=2)[CH:17]=1)=[O:11])=[O:8])[C:4]([O-])=[O:5])C.[CH2:33]([CH2:35][NH2:36])[OH:34]>>[OH:34][CH2:33][CH2:35][NH:36][C:4](=[O:5])[CH2:3][S:7](=[O:8])([C:27]1[CH:28]=[CH:29][CH:30]=[CH:31][CH:32]=1)=[N:9][C:10](=[O:11])[C:12]1[CH:17]=[C:16]([C:18]#[C:19][C:20]2[CH:25]=[CH:24][CH:23]=[C:22]([OH:26])[CH:21]=2)[CH:15]=[N:14][CH:13]=1. Reported procedure: In a manner similar to that described for Example 471, (S)-Ethyl[N-({5-[(3-hydroxyphenyl)ethynyl]pyridin-3-yl}carbonyl)-S-phenylsulfonimidoyl]acetate (75 mg, 0.17 mmol) and ethanolamine (0.05 mL, 0.84 mmol) were reacted to give the title compound as colorless oil (63 mg, 81 The reactants are B, O=C(c1ccccc1)c1ccccc1, C1CCOC1, CON=C(Cc1ccc(Cl)cc1)c1ccccc1, [Na], C1CCOC1, O. Yields the product NC(Cc1ccc(Cl)cc1)c1ccccc1. RXN SMILES: [BH3:39].[C:19]([c:20]1[cH:21][cH:22][cH:23][cH:24][cH:25]1)(=[O:26])[c:27]1[cH:28][cH:29][cH:30][cH:31][cH:32]1.[CH2:41]1[O:42][CH2:43][CH2:44][CH2:45]1.[CH3:1][O:2][N:3]=[C:4]([CH2:5][c:6]1[cH:7][cH:8][c:9]([Cl:12])[cH:10][cH:11]1)[c:13]1[cH:14][cH:15][cH:16][cH:17][cH:18]1.[Na:33].[O:34]1[CH2:35][CH2:36][CH2:37][CH2:38]1.[OH2:40]>>[NH2:3][CH:4]([CH2:5][c:6]1[cH:7][cH:8][c:9]([Cl:12])[cH:10][cH:11]1)[c:13]1[cH:14][cH:15][cH:16][cH:17][cH:18]1. Reactants: [BH4-], CO, COc1ncnc(C(F)(F)F)c1C=O, [Na+], O. The product is COc1ncnc(C(F)(F)F)c1CO. As a reaction SMILES: [BH4-:1].[CH3:18][OH:19].[CH3:3][O:4][c:5]1[n:6][cH:7][n:8][c:9]([C:13]([F:14])([F:15])[F:16])[c:10]1[CH:11]=[O:12].[Na+:2].[OH2:17]>>[CH3:3][O:4][c:5]1[n:6][cH:7][n:8][c:9]([C:13]([F:14])([F:15])[F:16])[c:10]1[CH2:11][OH:12]. Starting materials: Brc1cccs1, Cc1sc(Br)cc1Br, CCOCC, [Mg]. Product: Cc1sc(-c2cccs2)cc1Br. As a reaction SMILES: [Br:1][c:2]1[s:3][cH:4][cH:5][cH:6]1.[Br:8][c:9]1[c:10]([CH3:15])[s:11][c:12]([Br:14])[cH:13]1.[CH3:16][CH2:17][O:18][CH2:19][CH3:20].[Mg:7]>>[c:2]1(-[c:12]2[s:11][c:10]([CH3:15])[c:9]([Br:8])[cH:13]2)[s:3][cH:4][cH:5][cH:6]1. RXN SMILES: C1(C)C=CC(S(O[CH2:11][CH2:12][CH2:13][CH2:14][CH2:15][CH2:16][CH2:17][CH2:18][CH2:19][CH:20]=[CH2:21])(=O)=O)=CC=1.O[C:24]1[CH:29]=[CH:28][C:27]([C:30]2[CH:35]=[CH:34][C:33]([OH:36])=[CH:32][CH:31]=2)=[CH:26][CH:25]=1.[H-].[Na+].[OH2:39]>C(O)CCC>[CH2:21]([O:36][C:33]1[CH:34]=[CH:35][C:30]([C:27]2[CH:28]=[CH:29][CH:24]=[CH:25][CH:26]=2)=[C:31]([OH:39])[CH:32]=1)[CH2:20][CH2:19][CH2:18][CH2:17][CH2:16][CH2:15][CH2:14][CH2:13][CH:12]=[CH2:11] |f:2.3|. Reactants: C1(=CC=C(C=C1)S(=O)(=O)OCCCCCCCCCC=C)C (10-undecenyl p-toluenesulfonate), OC1=CC=C(C=C1)C1=CC=C(C=C1)O (dihydroxybiphenyl), O (water), [H-].[Na+] (sodium hydride). Isolated yield 47.6%. Run in C(CCC)O (butanol), C(CCC)O (butanol), C(CCC)O (butanol). Product: C(CCCCCCCCC=C)OC1=CC(=C(C=C1)C1=CC=CC=C1)O (p-(10-undecenyl)oxyhydroxybiphenyl). Reaction conditions: temperature 110 celsius. Procedure details: The above-prepared 2.60 g (8.02 mM) of 10-undecenyl p-toluenesulfonate, 3.0 g (16.0 mM) of dihydroxybiphenyl and 3 ml of butanol were mixed and sufficiently stirred. To the mixture, a solution of 0.41 g (9.74 mM) of sodium hydride in 6 ml of butanol was added, followed by heat-refluxing for 7 hours at 110° C. After the reaction, the reaction mixture was subjected to distilling-off of butanol and addition of water, followed by extraction with ether to obtain an extract. The extract was dried with... Reactants: NCC(O)COc1ccc(O)cc1, O=C1CCN(c2ccc(C=C3SC(N4CCOCC4)=NC3=O)cc2)CC1. The product is O=C1N=C(N2CCOCC2)SC1=Cc1ccc(N2CCC(NCC(O)COc3ccc(O)cc3)CC2)cc1. As a reaction SMILES: [NH2:27][CH2:28][CH:29]([CH2:30][O:31][c:32]1[cH:33][cH:34][c:35]([OH:38])[cH:36][cH:37]1)[OH:39].[O:1]1[CH2:2][CH2:3][N:4]([C:7]2=[N:11][C:10](=[O:12])[C:9](=[CH:13][c:14]3[cH:15][cH:16][c:17]([N:20]4[CH2:21][CH2:22][C:23](=[O:26])[CH2:24][CH2:25]4)[cH:18][cH:19]3)[S:8]2)[CH2:5][CH2:6]1>>[O:1]1[CH2:2][CH2:3][N:4]([C:7]2=[N:11][C:10](=[O:12])[C:9](=[CH:13][c:14]3[cH:15][cH:16][c:17]([N:20]4[CH2:21][CH2:22][CH:23]([NH:27][CH2:28][CH:29]([CH2:30][O:31][c:32]5[cH:33][cH:34][c:35]([OH:38])[cH:36][cH:37]5)[OH:39])[CH2:24][CH2:25]4)[cH:18][cH:19]3)[S:8]2)[CH2:5][CH2:6]1.